This data is from the Open Reaction Database (ORD), a public repository of structured organic reaction records. The task is: describe an organic reaction: reactants, conditions, products, and yield The reactants are CCC1Oc2ccc(F)cc2N(CC(F)(F)F)C(=O)C1N(Cc1ccccc1)Cc1ccccc1, CO. The product is CCC1Oc2ccc(F)cc2N(CC(F)(F)F)C(=O)C1N. RXN SMILES: [CH2:1]([N:8]([CH2:2][c:3]1[cH:4][cH:5][cH:6][cH:7][cH:29]1)[CH:9]1[CH:10]([CH2:27][CH3:28])[O:11][c:12]2[c:13]([cH:22][c:23]([F:26])[cH:24][cH:25]2)[N:14]([CH2:17][C:18]([F:19])([F:20])[F:21])[C:15]1=[O:16])[c:30]1[cH:31][cH:32][cH:33][cH:34][cH:35]1.[CH3:36][OH:37]>>[NH2:8][CH:9]1[CH:10]([CH2:27][CH3:28])[O:11][c:12]2[c:13]([cH:22][c:23]([F:26])[cH:24][cH:25]2)[N:14]([CH2:17][C:18]([F:19])([F:20])[F:21])[C:15]1=[O:16]. Reactants: C1(=CC=CC=C1)CCCC1=CC=C(S1)CCCCC(=O)O (5-[5-(3-phenylpropyl)-thien-2-yl]-valeric acid), C(C)O (ethanol), Cl (HCl). Conditions: time 24 hour. Product: C1(=CC=CC=C1)CCCC1=CC=C(S1)CCCCC(=O)OCC (Ethyl 5-[5-(3-phenylpropyl)-thien-2-yl]-valerate). RXN SMILES: [C:1]1([CH2:7][CH2:8][CH2:9][C:10]2[S:14][C:13]([CH2:15][CH2:16][CH2:17][CH2:18][C:19]([OH:21])=[O:20])=[CH:12][CH:11]=2)[CH:6]=[CH:5][CH:4]=[CH:3][CH:2]=1.Cl.[CH2:23](O)[CH3:24]>>[C:1]1([CH2:7][CH2:8][CH2:9][C:10]2[S:14][C:13]([CH2:15][CH2:16][CH2:17][CH2:18][C:19]([O:21][CH2:23][CH3:24])=[O:20])=[CH:12][CH:11]=2)[CH:2]=[CH:3][CH:4]=[CH:5][CH:6]=1. Procedure: 3 g of 5-[5-(3-phenylpropyl)-thien-2-yl]-valeric acid are dissolved in 10 ml of ethanol and the solution is saturated with HCl gas. The solution is stirred at room temperature for 24 hours and concentrated in vacuo. Purification by column chromatography (silica gel/hexane/ethyl acetate). Starting materials: N1(CCNCC1)CCN1CCN(CCN(CC1)CC(=O)O)CC(=O)O (1-(2-piperazinoethyl)-4,7-bis-(carboxymethyl)-1,4,7-triazacyclononane), [OH-].[Na+] (sodium hydroxide), Cl (hydrochloric acid), [OH-].[Na+] (sodium hydroxide), BrCC(=O)O (bromoacetic acid). The solvent is O (water). Reaction conditions: time 15 hour. Yields the product C(=O)(O)CN1CCN(CC1)CCN1CCN(CCN(CC1)CC(=O)O)CC(=O)O (1-[2-(4-carboxymethylpiperazino)ethyl]-4,7-bis-(carboxymethyl)-1,4,7-triazacyclononane). Reaction SMILES: [N:1]1([CH2:7][CH2:8][N:9]2[CH2:17][CH2:16][N:15]([CH2:18][C:19]([OH:21])=[O:20])[CH2:14][CH2:13][N:12]([CH2:22][C:23]([OH:25])=[O:24])[CH2:11][CH2:10]2)[CH2:6][CH2:5][NH:4][CH2:3][CH2:2]1.[OH-].[Na+].Br[CH2:29][C:30]([OH:32])=[O:31].Cl>O>[C:30]([CH2:29][N:4]1[CH2:5][CH2:6][N:1]([CH2:7][CH2:8][N:9]2[CH2:17][CH2:16][N:15]([CH2:18][C:19]([OH:21])=[O:20])[CH2:14][CH2:13][N:12]([CH2:22][C:23]([OH:25])=[O:24])[CH2:11][CH2:10]2)[CH2:2][CH2:3]1)([OH:32])=[O:31] |f:1.2|. Reported procedure: A solution of 1-(2-piperazinoethyl)-4,7-bis-(carboxymethyl)-1,4,7-triazacyclononane (10.7 g, 0.03 mol) in 100 mL of deionized water is adjusted to pH 10 with 1N sodium hydroxide solution. Then bromoacetic acid (4.2 g, 0.03 mol) is added and the solution is heated at 50 C. for 15 hours, keeping the pH between 9 and 10 with 1N sodium hydroxide. After cooling the reaction mixture to 25 C., the pH is adjusted to 4 with 1N hydrochloric acid. The solvent is removed under reduced pressure to give 1-[2-... RXN SMILES: [CH:1]1[C:9]2[C:8]3[CH:10]=[CH:11][CH:12]=[CH:13][C:7]=3[O:6][C:5]=2[CH:4]=[CH:3][CH:2]=1.C([Li:18])CCC.CCCCCC>CCOCC>[CH:1]1[C:9]2[C:8]3[CH:10]=[CH:11][CH:12]=[CH:13][C:7]=3[O:6][C:5]=2[C:4]([Li:18])=[CH:3][CH:2]=1. Run in CCOCC (ether). Reactants: C1=CC=CC=2OC3=C(C21)C=CC=C3 (dibenzo[b,d]furan), C(CCC)[Li] (n-butyllithium), CCCCCC (hexane). Procedure details: Into a solution of dibenzo[b,d]furan (4.98 g, 29.6 mmol) in ether (50 mL) at −78° C. was added n-butyllithium solution in hexane (2.5 M, 9.48 mL, 23.70 mmol) dropwise and the solution was allowed to warm to room temperature and stirred for 20 h to yield a dibenzo[b,d]furan-4-yl lithium solution. Into a solution of 1,3-dibromobenzene (2.56 mL, 21.20 mmol) in ether (50 mL) was added n-butyllithium solution in hexane (2.5 M, 9.48 mL, 23.70 mmol) dropwise at −78° C. The reaction solution was stirred... Reaction conditions: time 20 hour. Yields the product C1=CC=C(C=2OC3=C(C21)C=CC=C3)[Li] (dibenzo[b,d]furan-4-yl lithium). The reactants are C=CC(=O)N(CCNC(=O)OC(C)(C)C)C(c1nc2cc(Cl)ccc2c(=O)n1Cc1ccccc1)C(C)C, CC(C)C(NCCNC(=O)OC(C)(C)C)c1nc2cc(Cl)ccc2c(=O)n1Cc1ccccc1. The product is CC(C)C(c1nc2cc(Cl)ccc2c(=O)n1Cc1ccccc1)N1CCNCCC1=O. Reaction SMILES: [C:1]([O:2][C:3](=[O:4])[NH:7][CH2:8][CH2:9][N:10]([CH:11]([CH:12]([CH3:13])[CH3:14])[c:15]1[n:16][c:17]2[cH:18][c:19]([Cl:33])[cH:20][cH:21][c:22]2[c:23](=[O:32])[n:24]1[CH2:25][c:26]1[cH:27][cH:28][cH:29][cH:30][cH:31]1)[C:34]([CH:35]=[CH2:36])=[O:37])([CH3:5])([CH3:6])[CH3:38].[C:39]([O:40][C:41](=[O:42])[NH:43][CH2:44][CH2:45][NH:46][CH:47]([c:48]1[n:49]([CH2:50][c:51]2[cH:52][cH:53][cH:54][cH:55][cH:56]2)[c:57](=[O:58])[c:59]2[c:60]([cH:61][c:62]([Cl:63])[cH:64][cH:65]2)[n:66]1)[CH:67]([CH3:68])[CH3:69])([CH3:70])([CH3:71])[CH3:72]>>[NH:7]1[CH2:8][CH2:9][N:10]([CH:11]([CH:12]([CH3:13])[CH3:14])[c:15]2[n:16][c:17]3[cH:18][c:19]([Cl:33])[cH:20][cH:21][c:22]3[c:23](=[O:32])[n:24]2[CH2:25][c:26]2[cH:27][cH:28][cH:29][cH:30][cH:31]2)[C:34](=[O:37])[CH2:35][CH2:36]1. Reactants: FC1=CC=C(C=C1)NC(=O)C1(CC1)C(=O)O (1-((4-fluorophenyl)carbamoyl)cyclopropanecarboxylic acid), COC1=CC=C(CN2N=C(C=3C2=NC=CC3OC3=C(C=C(C=C3)N)C)C)C=C1 (4-(1-(4-methoxybenzyl)-3-methyl-1H-pyrazolo[3,4-b]pyridin-4-yloxy)-3-methylbenzenamine), C1(CC1)(C(=O)O)C(=O)O (cyclopropane-1,1-dicarboxylic acid), FC1=CC=C(N)C=C1 (4-fluoroaniline). The product is FC1=CC=C(C=C1)N(C(=O)C1(CC1)C(=O)N)C1=CC(=C(C=C1)OC1=C2C(=NC=C1)N(N=C2C)CC2=CC=C(C=C2)OC)C (N-(4-fluorophenyl)-N-(4-(1-(4-methoxybenzyl)-3-methyl-1H-pyrazolo[3,4-b]pyridin-4-yloxy)-3-methylphenyl)cyclopropane-1,1-dicarboxamide). The yield is 11.0%. RXN SMILES: [F:1][C:2]1[CH:7]=[CH:6][C:5]([NH:8][C:9]([C:11]2([C:14]([OH:16])=O)[CH2:13][CH2:12]2)=[O:10])=[CH:4][CH:3]=1.C1(C(O)=O)(C(O)=O)CC1.FC1C=CC([NH2:31])=CC=1.[CH3:34][O:35][C:36]1[CH:61]=[CH:60][C:39]([CH2:40][N:41]2[C:45]3=[N:46][CH:47]=[CH:48][C:49]([O:50][C:51]4[CH:56]=[CH:55][C:54](N)=[CH:53][C:52]=4[CH3:58])=[C:44]3[C:43]([CH3:59])=[N:42]2)=[CH:38][CH:37]=1>>[F:1][C:2]1[CH:3]=[CH:4][C:5]([N:8]([C:54]2[CH:55]=[CH:56][C:51]([O:50][C:49]3[CH:48]=[CH:47][N:46]=[C:45]4[N:41]([CH2:40][C:39]5[CH:38]=[CH:37][C:36]([O:35][CH3:34])=[CH:61][CH:60]=5)[N:42]=[C:43]([CH3:59])[C:44]=34)=[C:52]([CH3:58])[CH:53]=2)[C:9]([C:11]2([C:14]([NH2:31])=[O:16])[CH2:12][CH2:13]2)=[O:10])=[CH:6][CH:7]=1. Procedure: Prepared from 1-((4-fluorophenyl)carbamoyl)cyclopropanecarboxylic acid (0.2187 g, 0.6076 mmol; prepared from cyclopropane-1,1-dicarboxylic acid and 4-fluoroaniline using the methods of WO 2005/030140 and by Shih and Rankin, Synth. Comm. 1996, 26(4), 833-836) and 4-(1-(4-methoxybenzyl)-3-methyl-1H-pyrazolo[3,4-b]pyridin-4-yloxy)-3-methylbenzenamine (0.091 g, 0.2430 mmol) according to the procedure of Example 13, Step C. The crude product was purified by preparative TLC (0.5 mm) eluting with EtOAc...